From a dataset of the Open Reaction Database (ORD), a public repository of structured organic reaction records. describe an organic reaction: reactants, conditions, products, and yield Starting materials: N12CCCCCC2=NCCC1 (1,8-diazabicyclo[5.4.0]undec-7-ene), N1C(=CC2=CC=CC=C12)C1=NNC2=CC=C(C=C12)O (3-(1H-indol-2-yl)-1H-indazol-5-ol), CO (methanol), N12CCCCCC2=NCCC1 (DBU), N1C(=CC2=CC=CC=C12)C1=NNC2=CC=C(C=C12)O (3-(1H-indol-2-yl)-1H-indazol-5-ol), [N+](=O)([O-])C1=CC=C(C=C1)OP(OC1=CC=C(C=C1)[N+](=O)[O-])(=S)C (methylphosphonothioic acid O,O—bis-(4-nitrophenyl)ester). Solvent: ClCCl (dichloromethane), ClCCl (dichloromethane), ClCCl (dichloromethane). Conditions: time 30 minute. Yields the product COP(OC=1C=C2C(=NNC2=CC1)C=1NC2=CC=CC=C2C1)(=S)C (methylphosphonothioic acid O-[3-(1H-indol-2-yl)-1H-indazol-5-yl]ester O-methyl ester). Isolated yield 16.7%. RXN SMILES: [NH:1]1[C:9]2[C:4](=[CH:5][CH:6]=[CH:7][CH:8]=2)[CH:3]=[C:2]1[C:10]1[C:18]2[C:13](=[CH:14][CH:15]=[C:16]([OH:19])[CH:17]=2)[NH:12][N:11]=1.[N+](C1C=C[C:26]([O:29][P:30]([CH3:42])(=[S:41])OC2C=CC([N+]([O-])=O)=CC=2)=CC=1)([O-])=O.N12CCCN=C1CCCCC2.CO>ClCCl>[CH3:26][O:29][P:30]([CH3:42])(=[S:41])[O:19][C:16]1[CH:17]=[C:18]2[C:13](=[CH:14][CH:15]=1)[NH:12][N:11]=[C:10]2[C:2]1[NH:1][C:9]2[C:4]([CH:3]=1)=[CH:5][CH:6]=[CH:7][CH:8]=2. Procedure: The compound methylphosphonothioic acid O-[3-(1H-indol-2-yl)-1H-indazol-5-yl]ester O-methyl ester is prepared according to procedure F using 200 mg of 3-(1H-indol-2-yl)-H-indazole-5-ol (intermediate B) in solution with 284 mg of methylphosphonothioic acid O,O—bis-(4-nitrophenyl)ester in 6 ml of dichloromethane (stabilized with amylene), to which 120 μl of 1,8-diazabicyclo[5.4.0]undec-7-ene (DBU) in solution in 1 ml of dichloromethane are added. After stirring at ambient temperature for 4 h 30 mi... The reactants are [Br-], C1CCOC1, CSc1ccc([Mg+])cc1, N#Cc1cccc(-c2ccncc2C=O)c1. Product: CSc1ccc(C(O)c2cnccc2-c2cccc(C#N)c2)cc1. Reaction SMILES: [Br-:17].[CH2:27]1[O:28][CH2:29][CH2:30][CH2:31]1.[CH3:18][S:19][c:20]1[cH:21][cH:22][c:23]([Mg+:26])[cH:24][cH:25]1.[CH:1](=[O:2])[c:3]1[cH:4][n:5][cH:6][cH:7][c:8]1-[c:9]1[cH:10][c:11]([C:12]#[N:13])[cH:14][cH:15][cH:16]1>>[CH:1]([OH:2])([c:3]1[cH:4][n:5][cH:6][cH:7][c:8]1-[c:9]1[cH:10][c:11]([C:12]#[N:13])[cH:14][cH:15][cH:16]1)[c:23]1[cH:22][cH:21][c:20]([S:19][CH3:18])[cH:25][cH:24]1. Starting materials: Cl.O1CC(CC12CNCC2)O (1-oxa-7-azaspiro[4.4]nonan-3-ol hydrochloride), CN(C)C(=[N+](C)C)ON1C2=C(C=CC=C2)N=N1.[B-](F)(F)(F)F (TBTU), CCN(C(C)C)C(C)C (DIEA), C1(CC1)COC1=C(C=CC(=N1)C(=O)O)N1CC(C1)(F)F (6-cyclopropylmethoxy-5-(3,3-difluoro-azetidin-1-yl)-pyridine-2-carboxylic acid). The product is C1(CC1)COC1=C(C=CC(=N1)C(=O)N1CC2(CC(CO2)O)CC1)N1CC(C1)(F)F ([6-Cyclopropylmethoxy-5-(3,3-difluoro-azetidin-1-yl)-pyridin-2-yl]-(3-hydroxy-1-oxa-7-aza-spiro[4.4]non-7-yl)-methanone). RXN SMILES: [CH:1]1([CH2:4][O:5][C:6]2[N:11]=[C:10]([C:12]([OH:14])=O)[CH:9]=[CH:8][C:7]=2[N:15]2[CH2:18][C:17]([F:20])([F:19])[CH2:16]2)[CH2:3][CH2:2]1.Cl.[O:22]1[C:26]2([CH2:30][CH2:29][NH:28][CH2:27]2)[CH2:25][CH:24]([OH:31])[CH2:23]1.CN(C(ON1N=NC2C=CC=CC1=2)=[N+](C)C)C.[B-](F)(F)(F)F.CCN(C(C)C)C(C)C>>[CH:1]1([CH2:4][O:5][C:6]2[N:11]=[C:10]([C:12]([N:28]3[CH2:29][CH2:30][C:26]4([O:22][CH2:23][CH:24]([OH:31])[CH2:25]4)[CH2:27]3)=[O:14])[CH:9]=[CH:8][C:7]=2[N:15]2[CH2:18][C:17]([F:20])([F:19])[CH2:16]2)[CH2:2][CH2:3]1 |f:1.2,3.4|. Procedure: In analogy to the procedure described in Example 47 b), 6-cyclopropylmethoxy-5-(3,3-difluoro-azetidin-1-yl)-pyridine-2-carboxylic acid (Example 1 b)) was reacted with 1-oxa-7-azaspiro[4.4]nonan-3-ol hydrochloride in the presence of TBTU and DIEA to obtain the title compound as yellow oil; MS (EI): m/e=410.5 [MH+]. Starting materials: CC(C)C[AlH]CC(C)C, Cc1ccccc1, O=C1CC2C(CC(OC3CCCCO3)C2C=CC(OC2CCCCO2)c2cc3ccccc3s2)O1. Product: OC1CC2C(CC(OC3CCCCO3)C2C=CC(OC2CCCCO2)c2cc3ccccc3s2)O1. As a reaction SMILES: [CH3:36][CH:37]([CH2:38][AlH:39][CH2:40][CH:41]([CH3:42])[CH3:43])[CH3:44].[CH3:45][c:46]1[cH:47][cH:48][cH:49][cH:50][cH:51]1.[s:1]1[c:2]2[c:3]([cH:4][c:5]1[CH:6]([CH:7]=[CH:8][CH:9]1[CH:10]([O:18][CH:19]3[O:20][CH2:21][CH2:22][CH2:23][CH2:24]3)[CH2:11][CH:12]3[O:13][C:14](=[O:17])[CH2:15][CH:16]13)[O:25][CH:26]1[O:27][CH2:28][CH2:29][CH2:30][CH2:31]1)[cH:32][cH:33][cH:34][cH:35]2>>[s:1]1[c:2]2[c:3]([cH:4][c:5]1[CH:6]([CH:7]=[CH:8][CH:9]1[CH:10]([O:18][CH:19]3[O:20][CH2:21][CH2:22][CH2:23][CH2:24]3)[CH2:11][CH:12]3[O:13][CH:14]([OH:17])[CH2:15][CH:16]13)[O:25][CH:26]1[O:27][CH2:28][CH2:29][CH2:30][CH2:31]1)[cH:32][cH:33][cH:34][cH:35]2.